This data is from the Open Reaction Database (ORD), a public repository of structured organic reaction records. The task is: describe an organic reaction: reactants, conditions, products, and yield Product: COC(=O)c1cc(Cl)c(N)c([N+](=O)[O-])c1OC. As a reaction SMILES: [CH3:1][O:2][C:3]([c:4]1[c:5]([O:18][CH3:19])[c:6]([N+:15](=[O:16])[O-:17])[c:7]([NH:11][C:12](=[O:13])[CH3:14])[c:8]([Cl:10])[cH:9]1)=[O:20].[CH3:21][OH:22]>>[CH3:1][O:2][C:3]([c:4]1[c:5]([O:18][CH3:19])[c:6]([N+:15](=[O:16])[O-:17])[c:7]([NH2:11])[c:8]([Cl:10])[cH:9]1)=[O:20]. Reactants: COC(=O)c1cc(Cl)c(NC(C)=O)c([N+](=O)[O-])c1OC, CO. The reactants are CC1OCC=2N=CN=C(C21)O (5-methyl-5,7-dihydrofuro[3,4-d]pyrimidin-4-ol), O=P(Cl)(Cl)Cl (POCl3). The solvent is C(C)#N (acetonitrile). Yields the product ClC=1C2=C(N=CN1)COC2C (4-chloro-5-methyl-5,7-dihydrofuro[3,4-d]pyrimidine). The yield is 96.5%. As a reaction SMILES: [CH3:1][CH:2]1[C:10]2[C:9](O)=[N:8][CH:7]=[N:6][C:5]=2[CH2:4][O:3]1.O=P(Cl)(Cl)[Cl:14]>C(#N)C>[Cl:14][C:9]1[C:10]2[CH:2]([CH3:1])[O:3][CH2:4][C:5]=2[N:6]=[CH:7][N:8]=1. Reported procedure: To a suspension of 5-methyl-5,7-dihydrofuro[3,4-d]pyrimidin-4-ol (1.2 g, 7.9 mmol) in acetonitrile (50 mL) was added via syringe POCl3 (3.6 g, 23.7 mmol) and the mixture heated to reflux for 3 hours. The mixture was allowed to cool to room temperature and then concentrated. The residue was diluted with EtOAc and quenched by pouring into saturated NaHCO3. The organic layer was separated and the aqueous layer extracted with EtOAc (3×100 mL). The combined organic layers were dried (MgSO4) and conce... Starting materials: COC(=O)C1=C(C)NC(=O)CC1c1ccc(F)cc1, [H-], CI, [Na+], CN(C)C=O. Yields the product COC(=O)C1=C(C)N(C)C(=O)CC1c1ccc(F)cc1. As a reaction SMILES: [F:1][c:2]1[cH:3][cH:4][c:5]([CH:8]2[C:9]([C:16](=[O:17])[O:18][CH3:19])=[C:10]([CH3:15])[NH:11][C:12](=[O:14])[CH2:13]2)[cH:6][cH:7]1.[H-:22].[I:20][CH3:21].[Na+:23].[O:24]=[CH:25][N:26]([CH3:27])[CH3:28]>>[F:1][c:2]1[cH:3][cH:4][c:5]([CH:8]2[C:9]([C:16](=[O:17])[O:18][CH3:19])=[C:10]([CH3:15])[N:11]([CH3:21])[C:12](=[O:14])[CH2:13]2)[cH:6][cH:7]1. The reactants are CN1C(=NC2=CC=CC(=C2C1=O)C)S (3,5-dimethyl-2-mercapto-4(3H)-quinazolinone), C(C)(=O)OC1=CC=C(C(=O)C2=CC=C(CBr)C=C2)C=C1 (4-(4-acetoxybenzoyl)benzyl bromide), [OH-].[Na+] (sodium hydroxide). Solvent: CO (methanol). The product is C(C)(=O)OC1=CC=C(C(=O)C2=CC=C(CSC3=NC4=CC=CC(=C4C(N3C)=O)C)C=C2)C=C1 (2-[4-(4-Acetoxybenzoyl)benzylthio]-3,5-dimethyl-4(3H)-quinazolinone). The yield is 0.2%. Reaction SMILES: [CH3:1][N:2]1[C:11](=[O:12])[C:10]2[C:5](=[CH:6][CH:7]=[CH:8][C:9]=2[CH3:13])[N:4]=[C:3]1[SH:14].[C:15]([O:18][C:19]1[CH:34]=[CH:33][C:22]([C:23]([C:25]2[CH:32]=[CH:31][C:28]([CH2:29]Br)=[CH:27][CH:26]=2)=[O:24])=[CH:21][CH:20]=1)(=[O:17])[CH3:16].[OH-].[Na+]>CO>[C:15]([O:18][C:19]1[CH:34]=[CH:33][C:22]([C:23]([C:25]2[CH:26]=[CH:27][C:28]([CH2:29][S:14][C:3]3[N:2]([CH3:1])[C:11](=[O:12])[C:10]4[C:5](=[CH:6][CH:7]=[CH:8][C:9]=4[CH3:13])[N:4]=3)=[CH:31][CH:32]=2)=[O:24])=[CH:21][CH:20]=1)(=[O:17])[CH3:16] |f:2.3|. Reported procedure: A solution of 3,5-dimethyl-2-mercapto-4(3H)-quinazolinone (917 mg), 4-(4-acetoxybenzoyl)benzyl bromide (1.785 g) and 1N-aqueous sodium hydroxide solution (4.5 ml) in methanol (20 ml) was stirred at room temperature for 4 hours. This reaction mixture was concentrated and extracted with chloroform and the extract was washed with water, dried, and concentrated. The residue was purified by silica gel column chromatography (hexane: ethyl acetate=6:1) to provide the title compound as colorless solid (... Reactants: N1=C(C=NC=C1)N (Pyrazin-2-amine), BrCC(C(F)(F)F)=O (3-bromo-1,1,1-trifluoro-propan-2-one). The solvent is C(C)O (ethanol). Product: FC(C=1N=C2N(C=CN=C2)C1)(F)F (2-(trifluoromethyl)imidazo[1,2-a]pyrazine). The yield is 23.2%. Reaction SMILES: [N:1]1[CH:6]=[CH:5][N:4]=[CH:3][C:2]=1[NH2:7].Br[CH2:9][C:10](=O)[C:11]([F:14])([F:13])[F:12]>C(O)C>[F:12][C:11]([F:14])([F:13])[C:10]1[N:7]=[C:2]2[CH:3]=[N:4][CH:5]=[CH:6][N:1]2[CH:9]=1. Procedure: Pyrazin-2-amine 4a (5.25 g, 55.20 mmol) was dissolved in 120 mL of ethanol, followed by addition of 3-bromo-1,1,1-trifluoro-propan-2-one 12a (5.7 mL, 55.20 mmol). The reaction mixture was heated to reflux for 16 hours. The reaction mixture was concentrated under reduced pressure, added with 100 mL of ethyl acetate and 100 mL of saturated sodium bicarbonate solution and separated. The aqueous phase was extracted with ethyl acetate (50 mL×3). The organic phase was combined, washed with saturated s... Reaction conditions: temperature 100 celsius, time 15 hour. Reaction SMILES: Br[C:2]1[CH:7]=[CH:6][C:5]([Br:8])=[CH:4][N:3]=1.[C:9]1([SH:15])[CH:14]=[CH:13][CH:12]=[CH:11][CH:10]=1.CC(C)([O-])C.[Na+]>COCCOC.[Cl-].[Na+].O>[Br:8][C:5]1[CH:6]=[CH:7][C:2]([S:15][C:9]2[CH:14]=[CH:13][CH:12]=[CH:11][CH:10]=2)=[N:3][CH:4]=1 |f:2.3,5.6.7|. Product: BrC=1C=CC(=NC1)SC1=CC=CC=C1 (5-bromo-2-(phenylsulfanyl)pyridine). Run in [Cl-].[Na+].O (brine), COCCOC (DME). Procedure details: To a solution of 2,5-dibromopyridine (12.0 g) and thiophenol (5.46 mL) in DME (50 mL) was added sodium tert-butoxide (5.35 g) at room temperature and the mixture was stirred at 100° C. for 15 h. The reaction mixture was poured into brine, extracted with EtOAc, washed with brine, dried over sodium sulfate, evaporated in vacuo. The residue was purified by silica gel column chromatography (n-hexane-EtOAc 30:1) to give 5-bromo-2-(phenylsulfanyl)pyridine (13.69 g) as an oil. Reactants: BrC1=NC=C(C=C1)Br (2,5-dibromopyridine), C1(=CC=CC=C1)S (thiophenol), CC(C)([O-])C.[Na+] (sodium tert-butoxide).